The task is: describe an organic reaction: reactants, conditions, products, and yield. This data is from the Open Reaction Database (ORD), a public repository of structured organic reaction records. Starting materials: BrC1=CC(=C(C#N)C=C1)OC1CC1 (4-bromo-2-(cyclopropyloxy)benzonitrile), [Li+].[Cl-] (LiCl), C(C=C)[Sn](CCCC)(CCCC)CCCC (allyl tributyltin). The reagents and catalysts are C=1C=CC(=CC1)[P](C=2C=CC=CC2)(C=3C=CC=CC3)[Pd]([P](C=4C=CC=CC4)(C=5C=CC=CC5)C=6C=CC=CC6)([P](C=7C=CC=CC7)(C=8C=CC=CC8)C=9C=CC=CC9)[P](C=1C=CC=CC1)(C=1C=CC=CC1)C=1C=CC=CC1 (Pd(PPh3)4). The solvent is C1(=CC=CC=C1)C (toluene), CCOC(=O)C (EtOAc). Product: C(C=C)C1=CC(=C(C#N)C=C1)OC1CC1 (4-allyl-2-(cyclopropyloxy)benzonitrile). As a reaction SMILES: Br[C:2]1[CH:9]=[CH:8][C:5]([C:6]#[N:7])=[C:4]([O:10][CH:11]2[CH2:13][CH2:12]2)[CH:3]=1.[Li+].[Cl-].[CH2:16]([Sn](CCCC)(CCCC)CCCC)[CH:17]=[CH2:18]>C1(C)C=CC=CC=1.CCOC(C)=O.C1C=CC([P]([Pd]([P](C2C=CC=CC=2)(C2C=CC=CC=2)C2C=CC=CC=2)([P](C2C=CC=CC=2)(C2C=CC=CC=2)C2C=CC=CC=2)[P](C2C=CC=CC=2)(C2C=CC=CC=2)C2C=CC=CC=2)(C2C=CC=CC=2)C2C=CC=CC=2)=CC=1>[CH2:18]([C:2]1[CH:9]=[CH:8][C:5]([C:6]#[N:7])=[C:4]([O:10][CH:11]2[CH2:13][CH2:12]2)[CH:3]=1)[CH:17]=[CH2:16] |f:1.2,^1:48,50,69,88|. Procedure details: To a solution of 4-bromo-2-(cyclopropyloxy)benzonitrile (108 mg, 0.45 mmol) in 20 ml of toluene was added LiCl (38 mg, 0.9 mmol), Pd(PPh3)4 (15 mg), allyl tributyltin (180 g, 0.55 mmol), then the mixture was heated to reflux overnight. After the reaction was completed, the reaction solution was diluted with EtOAc and filtered, the filtrate was concentrated and purified with silica gel column chromatograph to give crude 4-allyl-2-(cyclopropyloxy)benzonitrile. Reactants: CC1(OCC(O1)CO)C (solketal), [H-].[Na+] (sodium hydride), FC(C=1C=C(CBr)C=C(C1)C(F)(F)F)(F)F (3,5-bistrifluoromethylbenzyl bromide). Run in CN(C)C=O.C1CCOC1 (DMF THF). Product: CC1(OCC(O1)CO)C.FC(C=1C=C(COCC2=CC(=CC(=C2)C(F)(F)F)C(F)(F)F)C=C(C1)C(F)(F)F)(F)F (2,2-dimethyl- 1,3-dioxolane-4-methanol 3,5-bistrifluoromethylbenzyl ether). RXN SMILES: [CH3:1][C:2]1([CH3:9])[O:6][CH:5]([CH2:7][OH:8])[CH2:4][O:3]1.[H-].[Na+].[F:12][C:13]([F:27])([F:26])[C:14]1[CH:15]=[C:16]([CH:19]=[C:20]([C:22]([F:25])([F:24])[F:23])[CH:21]=1)[CH2:17]Br>CN(C=O)C.C1COCC1>[CH3:1][C:2]1([CH3:9])[O:6][CH:5]([CH2:7][OH:8])[CH2:4][O:3]1.[F:12][C:13]([F:27])([F:26])[C:14]1[CH:15]=[C:16]([CH:19]=[C:20]([C:22]([F:25])([F:24])[F:23])[CH:21]=1)[CH2:17][O:8][CH2:7][C:5]1[CH:4]=[C:20]([C:22]([F:23])([F:24])[F:25])[CH:21]=[C:14]([C:13]([F:12])([F:26])[F:27])[CH:15]=1 |f:1.2,4.5,6.7|. Procedure: To a stirred solution of solketal (0.151 mol) in DMF/THF (1:1, 300 ml) under a nitrogen atmosphere was added sodium hydride (1.2 equivalents of an 80% dispersion in mineral oil). The anion was allowed to form over one hour prior to addition of 3,5-bistrifluoromethylbenzyl bromide. The reaction was partitioned between ethyl acetate-saturated ammonium chloride after 1 h and the organic phase separated, dried (MgSO4), and concentrated to a yellow oil. Chromatography using pet. ether then 20% ethyl ... Starting materials: BrC=1C(N(C2=NC=CC=C2C1O)C1=CC=CC=C1)=O (3-bromo-4-hydroxy-1-phenyl-1,8-naphthyridin-2(1H)-one). Run in N1=C(C=CC=C1C)C (2,6-lutidine), OC1CCNCC1 (4-hydroxy-piperidine). Conditions: temperature 100 celsius. The product is [OH-].OC1=C(C(N(C2=NC=CC=C12)C1=CC=CC=C1)=O)[NH+]1CCC(CC1)O (1-(1,2-dihydro-4-hydroxy-1-phenyl-2-oxo-1,8-naphthyridin-3-yl)-4-hydroxy-piperidinium hydroxide). RXN SMILES: Br[C:2]1[C:3](=[O:19])[N:4]([C:13]2[CH:18]=[CH:17][CH:16]=[CH:15][CH:14]=2)[C:5]2[C:10]([C:11]=1[OH:12])=[CH:9][CH:8]=[CH:7][N:6]=2>N1C(C)=CC=CC=1C.OC1CCNCC1>[OH-:12].[OH:12][C:11]1[C:10]2[C:5](=[N:6][CH:7]=[CH:8][CH:9]=2)[N:4]([C:13]2[CH:18]=[CH:17][CH:16]=[CH:15][CH:14]=2)[C:3](=[O:19])[C:2]=1[NH+:4]1[CH2:5][CH2:10][CH:11]([OH:12])[CH2:2][CH2:3]1 |f:3.4|. Procedure details: A solution of 3-bromo-4-hydroxy-1-phenyl-1,8-naphthyridin-2(1H)-one (1 g) in a mixture of 2,6-lutidine (5 mL) and 4-hydroxy-piperidine (3.12 g) was heated at 100° C. for 32 hours. The lutidine was removed by evaporation under high vacuum. The residue was dissolved in CH3CN(20):H2O(80):CH3CO2H(1) and separated by reversed phase preparative HPLC (Whatman Magnum 40 with Partisil 40/ODS-3). The fractions containing the desired product were combined and evaporated to yield a partially crystalline mat... The reactants are COC1=C(C(=O)OC)C=CC(=C1)OCC1CCN(CC1)C(=O)OC(C)(C)C (methyl 2-methoxy-4-(1-tert-butyloxycarbonyl-4-piperidinylmethoxy)benzoate), [OH-].[Na+] (NaOH), C(CC(O)(C(=O)O)CC(=O)O)(=O)O (citric acid). Solvent: CO (methanol). Product: COC1=C(C(=O)O)C=CC(=C1)OCC1CCN(CC1)C(=O)OC(C)(C)C (2-methoxy-4-(1 -tert-butyloxycarbonyl-4-piperidinylmethoxy)benzoic acid). As a reaction SMILES: [CH3:1][O:2][C:3]1[CH:12]=[C:11]([O:13][CH2:14][CH:15]2[CH2:20][CH2:19][N:18]([C:21]([O:23][C:24]([CH3:27])([CH3:26])[CH3:25])=[O:22])[CH2:17][CH2:16]2)[CH:10]=[CH:9][C:4]=1[C:5]([O:7]C)=[O:6].[OH-].[Na+].C(O)(=O)CC(CC(O)=O)(C(O)=O)O>CO>[CH3:1][O:2][C:3]1[CH:12]=[C:11]([O:13][CH2:14][CH:15]2[CH2:16][CH2:17][N:18]([C:21]([O:23][C:24]([CH3:27])([CH3:26])[CH3:25])=[O:22])[CH2:19][CH2:20]2)[CH:10]=[CH:9][C:4]=1[C:5]([OH:7])=[O:6] |f:1.2|. Reported procedure: To a stirred solution of methyl 2-methoxy-4-(1-tert-butyloxycarbonyl-4-piperidinylmethoxy)benzoate from Step 2 above (750 mg, 1.98 mmol) in methanol (10 mL) was added 2N NaOH (4.95 mL, 9.90 mmol). The reaction mixture was refluxed for 30 minutes then cooled in a ice water bath. The solution was acidified with 5% citric acid and the solvent evaporated under reduced pressure. The residue was dissolved in ethyl acetate and washed with water (2×25 mL). The organic layer was dried (MgSO4), filtered, ... Solvent: O1CCOCC1 (1,4-dioxane), O1CCOCC1 (1,4-dioxane). Isolated yield 86.9%. Yields the product FC1=C2C=CNC2=CC=C1OC1=NC=NC2=CC(=C(C=C12)OCC1CCNCC1)OC (4-[(4-fluoro-1H-indol-5-yl)oxy]-7-methoxy-6-(piperidin-4-ylmethoxy)quinazoline). As a reaction SMILES: C(OC([N:8]1[CH2:13][CH2:12][CH:11]([CH2:14][O:15][C:16]2[CH:17]=[C:18]3[C:23](=[CH:24][C:25]=2[O:26][CH3:27])[N:22]=[CH:21][N:20]=[C:19]3[O:28][C:29]2[C:30]([F:38])=[C:31]3[C:35](=[CH:36][CH:37]=2)[NH:34][CH:33]=[CH:32]3)[CH2:10][CH2:9]1)=O)(C)(C)C.Cl>O1CCOCC1>[F:38][C:30]1[C:29]([O:28][C:19]2[C:18]3[C:23](=[CH:24][C:25]([O:26][CH3:27])=[C:16]([O:15][CH2:14][CH:11]4[CH2:12][CH2:13][NH:8][CH2:9][CH2:10]4)[CH:17]=3)[N:22]=[CH:21][N:20]=2)=[CH:37][CH:36]=[C:35]2[C:31]=1[CH:32]=[CH:33][NH:34]2. Reported procedure: 6-[1-(tert-Butoxycarbonyl)piperidin-4-yl]methoxy-4-[(4-fluoro-1H-indol-5-yl)oxy]-7-methoxyquinazoline (306 mg containing 10% w/w triphenylphosphine oxide) was dissolved in 1,4-dioxane (5 ml) and 4M hydrogen chloride in 1,4-dioxane (5 ml) was added. The mixture was stirred at ambient temperature for 2.5 hours and then concentrated under reduced pressure. The residue was dissolved in methanol and adsorbed onto an Isolute SCX column, washed with methanol and then eluted with 7N ammonia in methanol ... Starting materials: C(C)(C)(C)OC(=O)N1CCC(CC1)COC=1C=C2C(=NC=NC2=CC1OC)OC=1C(=C2C=CNC2=CC1)F (6-[1-(tert-Butoxycarbonyl)piperidin-4-yl]methoxy-4-[(4-fluoro-1H-indol-5-yl)oxy]-7-methoxyquinazoline), Cl (hydrogen chloride). Run at time 2.5 hour. Reactants: ClC(=O)OC (Methyl chloroformate), FC1=C(C=CC(=C1)F)NC(C1=C(C=CC=C1)O)=O (N-(2,4-difluorophenyl)-2-hydroxybenzamide), Cl (HCl). The solvent is N1=CC=CC=C1 (pyridine). Reaction conditions: time 16 hour. The product is FC1=C(C=CC(=C1)F)N1C(OC2=C(C1=O)C=CC=C2)=O (3-(2,4-difluorophenyl)-2H-benzo[e][1,3]oxazine-2,4(3H)-dione). As a reaction SMILES: Cl[C:2]([O:4][CH3:5])=[O:3].[F:6][C:7]1[CH:12]=[C:11]([F:13])[CH:10]=[CH:9][C:8]=1[NH:14][C:15](=[O:23])[C:16]1C=[CH:20][CH:19]=[CH:18][C:17]=1O.Cl>N1C=CC=CC=1>[F:6][C:7]1[CH:12]=[C:11]([F:13])[CH:10]=[CH:9][C:8]=1[N:14]1[C:15](=[O:23])[C:16]2[CH:17]=[CH:18][CH:19]=[CH:20][C:5]=2[O:4][C:2]1=[O:3]. Reported procedure: Methyl chloroformate (0.1 mL, 1.2 mmole) was added dropwise to a stirred solution of compound 3a (0.50 g, 2 mmole) in dry pyridine (8 mL) at 0° C. The mixture was refluxed for 2 hr. After 16 hr stirring at room temperature, the pH of the reaction mixture was adjusted to pH=6 from 1 M HCl(aq). The resulting white mixture was cooled to obtain solid compound. The product was filtered off and recrystallized from hot ethanol. Reactants: CN1C(NC2=NC=CC=C21)=O (1-Methyl-1H-imidazo[4,5-b]pyridin-2(3H)-one), C(C)(C)(C)OC(N[C@@H]1C[C@H](C1)O)=O (tert-butyl(trans-3-hydroxycyclobutyl)carbamate), C(C)(C)(C)OC(N[C@@H]1C[C@H](C1)O)=O (tert-butyl(trans-3-hydroxycyclobutyl)carbamate), C1(=CC=CC=C1)P(C1=CC=CC=C1)C1=CC=CC=C1 (triphenylphosphine), N(=NC(=O)OC(C)C)C(=O)OC(C)C (Diisopropyl azodicarboxylate). The solvent is C1CCOC1 (THF), C(=O)(O)[O-].[Na+] (NaHCO3). Reaction conditions: time 18 hour. The product is C(C)(C)(C)OC(N[C@@H]1C[C@H](C1)N1C(N(C=2C1=NC=CC2)C)=O)=O (tert-butyl(trans-3-(1-methyl-2-oxo-1H-imidazo[4,5-b]pyridin-3(2H)-yl)cyclobutyl)carbamate). Reaction SMILES: [CH3:1][N:2]1[C:10]2[C:5](=[N:6][CH:7]=[CH:8][CH:9]=2)[NH:4][C:3]1=[O:11].[C:12]([O:16][C:17](=[O:24])[NH:18][C@H:19]1[CH2:22][C@H:21](O)[CH2:20]1)([CH3:15])([CH3:14])[CH3:13].C1(P(C2C=CC=CC=2)C2C=CC=CC=2)C=CC=CC=1.N(C(OC(C)C)=O)=NC(OC(C)C)=O>C1COCC1.C([O-])(O)=O.[Na+]>[C:12]([O:16][C:17](=[O:24])[NH:18][C@H:19]1[CH2:20][C@H:21]([N:4]2[C:5]3=[N:6][CH:7]=[CH:8][CH:9]=[C:10]3[N:2]([CH3:1])[C:3]2=[O:11])[CH2:22]1)([CH3:15])([CH3:13])[CH3:14] |f:5.6|. Reported procedure: 1-Methyl-1H-imidazo[4,5-b]pyridin-2(3H)-one (9.63 g, 64.6 mmol), tert-butyl(trans-3-hydroxycyclobutyl)carbamate (Intermediate 69, 12.1 g, 64.6 mmol), and triphenylphosphine (25.4 g, 97 mmol) were mixed in THF (250 mL) under an argon atmosphere at 0° C. Diisopropyl azodicarboxylate (19.0 mL, 97 mmol) was added dropwise via syringe, and the reaction mixture was warmed to room temperature and stirred for 18 h. The reaction mixture was diluted with saturated NaHCO3 and extracted with EtOAc (3×). The... Starting materials: COC=1C=C(C=CC1)[C@@H]1[C@H](C1)N1C(C(C=2C1=NC=CN2)(C)C)=O (5-((1S,2R)-2-(3-methoxyphenyl)cyclopropyl)-7,7-dimethyl-5H-pyrrolo[2,3-b]pyrazin-6(7H)-one), ClC=1C(=NC=CN1)C(C(=O)NC1C(C1)C1=CC(=CC=C1)OC)(C)C (2-(3-chloropyrazin-2-yl)-N-(2-(3-methoxyphenyl)cyclopropyl)-2-methylpropanamide), CC(C)([O-])C.[Na+] (sodium tert-butoxide). Run in C1CCOC1 (THF). Run at time 8 hour. Yields the product COC=1C=C(C=CC1)[C@H]1[C@H](C1)N1C(C(C=2C1=NC=CN2)(C)C)=O (5-((1S,2S)-2-(3-methoxyphenyl)cyclopropyl)-7,7-dimethyl-5H-pyrrolo[2,3-b]pyrazin-6(7H)-one). The yield is 67.9%. RXN SMILES: Cl[C:2]1[C:3]([C:8]([CH3:24])([CH3:23])[C:9]([NH:11][CH:12]2[CH2:14][CH:13]2[C:15]2[CH:20]=[CH:19][CH:18]=[C:17]([O:21][CH3:22])[CH:16]=2)=[O:10])=[N:4][CH:5]=[CH:6][N:7]=1.CC(C)([O-])C.[Na+].COC1C=C([C@H]2C[C@@H]2N2C3=NC=CN=C3C(C)(C)C2=O)C=CC=1>C1COCC1>[CH3:22][O:21][C:17]1[CH:16]=[C:15]([C@@H:13]2[CH2:14][C@@H:12]2[N:11]2[C:2]3=[N:7][CH:6]=[CH:5][N:4]=[C:3]3[C:8]([CH3:24])([CH3:23])[C:9]2=[O:10])[CH:20]=[CH:19][CH:18]=1 |f:1.2|. Procedure details: A mixture of 2-(3-chloropyrazin-2-yl)-N-(2-(3-methoxyphenyl)cyclopropyl)-2-methylpropanamide (0.183 g, 0.529 mmol), sodium tert-butoxide (Aldrich, 0.102 g, 1.058 mmol) in THF was stirred at room temperature overnight. Reaction mixture was directly loaded onto a Biotage samplet. Purification (0-100% EtOAc/hexane) produced mixture of products 5-((1S,2R)-2-(3-methoxyphenyl)cyclopropyl)-7,7-dimethyl-5H-pyrrolo[2,3-b]pyrazin-6(7H)-one and 5-((1S,2S)-2-(3-methoxyphenyl)cyclopropyl)-7,7-dimethyl-5H-pyr... Starting materials: CO, O=S(=O)(Cl)c1ccc(-c2cc(C(F)(F)F)cc(C(F)(F)F)c2)s1, ClC(Cl)Cl, Cc1noc(N)c1Br. Yields the product Cc1noc(NS(=O)(=O)c2ccc(-c3cc(C(F)(F)F)cc(C(F)(F)F)c3)s2)c1Br. Reaction SMILES: [CH3:32][OH:33].[Cl:1][S:2](=[O:3])(=[O:4])[c:5]1[s:6][c:7](-[c:10]2[cH:11][c:12]([C:20]([F:21])([F:22])[F:23])[cH:13][c:14]([C:16]([F:17])([F:18])[F:19])[cH:15]2)[cH:8][cH:9]1.[Cl:34][CH:35]([Cl:36])[Cl:37].[NH2:24][c:25]1[c:26]([Br:31])[c:27]([CH3:30])[n:28][o:29]1>>[S:2](=[O:3])(=[O:4])([c:5]1[s:6][c:7](-[c:10]2[cH:11][c:12]([C:20]([F:21])([F:22])[F:23])[cH:13][c:14]([C:16]([F:17])([F:18])[F:19])[cH:15]2)[cH:8][cH:9]1)[NH:24][c:25]1[c:26]([Br:31])[c:27]([CH3:30])[n:28][o:29]1. Starting materials: [Br-], CC[Mg+], C1CCOC1, COc1cc(Cl)ccc1C=O, O=[Cr](=O)([O-])Cl, c1cc[nH+]cc1. Yields the product CCC(=O)c1ccc(Cl)cc1OC. RXN SMILES: [Br-:12].[CH2:13]([CH3:14])[Mg+:15].[CH2:27]1[O:28][CH2:29][CH2:30][CH2:31]1.[Cl:1][c:2]1[cH:3][c:4]([O:10][CH3:11])[c:5]([CH:6]=[O:7])[cH:8][cH:9]1.[O:16]=[Cr:17]([Cl:18])([O-:19])=[O:20].[nH+:21]1[cH:22][cH:23][cH:24][cH:25][cH:26]1>>[Cl:1][c:2]1[cH:3][c:4]([O:10][CH3:11])[c:5]([C:6](=[O:7])[CH2:13][CH3:14])[cH:8][cH:9]1.